This data is from the Open Reaction Database (ORD), a public repository of structured organic reaction records. The task is: describe an organic reaction: reactants, conditions, products, and yield The reactants are COC(=O)c1cnc(OC)nc1, [Na+], C1COCCO1, [OH-]. The product is COc1ncc(C(=O)O)cn1. As a reaction SMILES: [CH3:1][O:2][c:3]1[n:4][cH:5][c:6]([C:9](=[O:10])[O:11][CH3:12])[cH:7][n:8]1.[Na+:14].[O:15]1[CH2:16][CH2:17][O:18][CH2:19][CH2:20]1.[OH-:13]>>[CH3:1][O:2][c:3]1[n:4][cH:5][c:6]([C:9](=[O:10])[OH:11])[cH:7][n:8]1. The reactants are FC1=CC=C(C=C1)NC(=O)N1CCNCC1 (piperazine-1-carboxylic acid (4-fluoro-phenyl)-amide), C1=C(C=CC2=CC=CC=C12)C=O (2-naphthalenecarbaldehyde). Product: FC1=CC=C(C=C1)NC(=O)N1CCN(CC1)CC1=CC2=CC=CC=C2C=C1 (4-Naphthalen-2-ylmethyl-piperazine-1-carboxylic acid (4-fluoro-phenyl)-amide). As a reaction SMILES: [F:1][C:2]1[CH:7]=[CH:6][C:5]([NH:8][C:9]([N:11]2[CH2:16][CH2:15][NH:14][CH2:13][CH2:12]2)=[O:10])=[CH:4][CH:3]=1.[CH:17]1[C:26]2[C:21](=[CH:22][CH:23]=[CH:24][CH:25]=2)[CH:20]=[CH:19][C:18]=1[CH:27]=O>>[F:1][C:2]1[CH:3]=[CH:4][C:5]([NH:8][C:9]([N:11]2[CH2:12][CH2:13][N:14]([CH2:27][C:18]3[CH:19]=[CH:20][C:21]4[C:26](=[CH:25][CH:24]=[CH:23][CH:22]=4)[CH:17]=3)[CH2:15][CH2:16]2)=[O:10])=[CH:6][CH:7]=1. Procedure: The title compound was prepared from piperazine-1-carboxylic acid (4-fluoro-phenyl)-amide and 2-naphthalenecarbaldehyde. 1H NMR (400 MHz, CDCl3): 7.85-7.80 (m, 3H), 7.74 (s, 1H), 7.52-7.45 (m, 3H), 7.30-7.25 (m, 2H), 6.98-6.92 (m, 2H), 6.36 (s, 1H), 3.69 (s, 2H), 3.49 (t, J=5.1 Hz, 4H), 2.51 (t, J=5.1 Hz, 4H). Starting materials: C(#N)C(C(=O)OCC)=CC1CC1 (ethyl 2-cyano-3-cyclopropyl-2-propenoate), ice water, C[Mg]Br (methylmagnesium bromide). Reagents/catalysts: [Cu]I (copper(I) iodide). Solvent: C(C)OCC (diethyl ether). Run at time 14 hour. The product is C(#N)C(C(=O)OCC)C(C)C1CC1 (ethyl 2-cyano-3-cyclopropylbutanoate). Yield: 61.4%. RXN SMILES: [C:1]([C:3](=[CH:9][CH:10]1[CH2:12][CH2:11]1)[C:4]([O:6][CH2:7][CH3:8])=[O:5])#[N:2].[CH3:13][Mg]Br>[Cu]I.C(OCC)C>[C:1]([CH:3]([CH:9]([CH:10]1[CH2:11][CH2:12]1)[CH3:13])[C:4]([O:6][CH2:7][CH3:8])=[O:5])#[N:2]. Procedure: 7.3 g (44 mmol) of ethyl 2-cyano-3-cyclopropyl-2-propenoate and 0.15 g of copper(I) iodide were introduced into 100 ml of dry diethyl ether. 16.9 ml of etheric 3 M methylmagnesium bromide solution (51 mmol) was then added dropwise at reflux temperature, and the mixture was subsequently stirred for 14 hours at room temperature. For working-up, the mixture was poured into 300 ml of ice-water and stirred for 10 minutes. The aqueous phase was separated off and washed with ether. The combined organic... Reactants: BrCC(=O)OC(C)(C)C (t-butyl bromoacetate), C(C)(C)[N-]C(C)C.[Li+] (LDA), C(CCC)[Li] (n-butyllithium), C(C)(C)NC(C)C (diisopropylamine), C(C1=CC=CC=C1)OC1=CC=C(C=C1)CC(=O)OC (methyl 4-benzyloxyphenylacetate). The solvent is C1CCOC1 (THF), CCCCCC (hexane), C1CCOC1 (THF), C1CCOC1 (THF). Reaction conditions: temperature 0 celsius, time 20 minute. The product is C(C)(C)[N-]C(C)C.[Li+] (Lithium diisopropylamide), C(C)(C)(C)OC(=O)CC(C(=O)OC)C1=CC=C(C=C1)OCC1=CC=CC=C1 (Methyl (R/S)-α-t-Butoxycarbonylmethyl-4-benzyloxyphenylacetate). Isolated yield 86.0%. Reaction SMILES: C([Li:5])CCC.[CH:6]([NH:9][CH:10]([CH3:12])[CH3:11])([CH3:8])[CH3:7].[CH2:13]([O:20][C:21]1[CH:26]=[CH:25][C:24]([CH2:27][C:28]([O:30][CH3:31])=[O:29])=[CH:23][CH:22]=1)[C:14]1[CH:19]=[CH:18][CH:17]=[CH:16][CH:15]=1.C([N-]C(C)C)(C)C.[Li+].Br[CH2:41][C:42]([O:44][C:45]([CH3:48])([CH3:47])[CH3:46])=[O:43]>CCCCCC.C1COCC1>[CH:6]([N-:9][CH:10]([CH3:12])[CH3:11])([CH3:8])[CH3:7].[Li+:5].[C:45]([O:44][C:42]([CH2:41][CH:27]([C:24]1[CH:25]=[CH:26][C:21]([O:20][CH2:13][C:14]2[CH:15]=[CH:16][CH:17]=[CH:18][CH:19]=2)=[CH:22][CH:23]=1)[C:28]([O:30][CH3:31])=[O:29])=[O:43])([CH3:48])([CH3:47])[CH3:46] |f:3.4,8.9|. Reported procedure: Lithium diisopropylamide (LDA) was prepared by the addition of 2.5 M n-butyllithium in hexane (8.4 mL) to a solution of diisopropylamine (2.94 mL, 21 mmol) in THF (30 mL) at −78° C. followed by stirring at 0° C. for 20 min. A solution of methyl 4-benzyloxyphenylacetate (4.8 g, 18.7 mmol) in THF (50 mL) was cooled to −78° C. and to it was added the prepared LDA solution. The mixture was stirred at −78° C. for 1 h and t-butyl bromoacetate (3.1 mL, 21 mmol) in THF (20 mL) was added. The mixture was... Starting materials: C(#N)CCOCC=1C(=C(C=CC1)C)[N+](=O)[O-] (3-(2-cyanoethoxymethyl)-2-nitrotoluene). The reagents and catalysts are [Pt](=O)=O (platinum dioxide). The solvent is C(C)(=O)O (acetic acid). Reaction conditions: time 6 hour. Product: NCCCOCC1=C(N)C(=CC=C1)C (2-(3-aminopropoxymethyl)-6-methylaniline). Yield: 29.5%. As a reaction SMILES: [C:1]([CH2:3][CH2:4][O:5][CH2:6][C:7]1[C:8]([N+:14]([O-])=O)=[C:9]([CH3:13])[CH:10]=[CH:11][CH:12]=1)#[N:2]>C(O)(=O)C.[Pt](=O)=O>[NH2:2][CH2:1][CH2:3][CH2:4][O:5][CH2:6][C:7]1[CH:12]=[CH:11][CH:10]=[C:9]([CH3:13])[C:8]=1[NH2:14]. Reported procedure: A solution of 12 g (55 mMol) of the nitro compound (2) in 140 ml of glacial acetic acid was combined with 550 mg of platinum dioxide (PtO2) and shaken at room temperature under a hydrogen atmosphere of 50 pounds per square inch (psi) for 6 hours. It was then filtered to remove the catalyst and the solvent was evaporated under reduced pressure. The residue was dissolved in 100 ml of n-butanol and the solution washed twice with 50 ml of saturated aqueous sodium bicarbonate solution. The aqueous wa... The reactants are ClC=1C=C(C2=C(C(OC(=N2)C2=CC(=NN2C2=NC=CC=C2Cl)Cl)=O)C1)C (6-chloro-2-[3-chloro-1-(3-chloro-2-pyridinyl)-1H-pyrazol-5-yl]-8-methyl-4H-3,1-benzoxazin-4-one), ClC=1C=C(C2=C(C(OC(=N2)C2=CC(=NN2C2=NC=CC=C2Cl)Cl)=O)C1)C (6-chloro-2-[3-chloro-1-(3-chloro-2-pyridinyl)-1H-pyrazol-5-yl]-8-methyl-4H-3,1-benzoxazin-4-one), C(C)(C)N (isopropylamine), O1CCCC1 (tetrahydrofuran). Run at temperature 60 celsius, time 1 hour. The product is ClC1=NN(C(=C1)C(=O)NC1=C(C=C(C=C1C(=O)NC(C)C)Cl)C)C1=NC=CC=C1Cl (3-chloro-N-[4-chloro-2-methyl-6-[[(1-methylethyl)amino]-carbonyl]phenyl]-1-(3-chloro-2-pyridinyl)-1H-pyrazole-5-carboxamide). As a reaction SMILES: [Cl:1][C:2]1[CH:3]=[C:4]([CH3:26])[C:5]2[N:10]=[C:9]([C:11]3[N:15]([C:16]4[C:21]([Cl:22])=[CH:20][CH:19]=[CH:18][N:17]=4)[N:14]=[C:13]([Cl:23])[CH:12]=3)[O:8][C:7](=O)[C:6]=2[CH:25]=1.[CH:27]([NH2:30])([CH3:29])[CH3:28].[O:31]1CCCC1>>[Cl:23][C:13]1[CH:12]=[C:11]([C:9]([NH:10][C:5]2[C:6]([C:7]([NH:30][CH:27]([CH3:29])[CH3:28])=[O:31])=[CH:25][C:2]([Cl:1])=[CH:3][C:4]=2[CH3:26])=[O:8])[N:15]([C:16]2[C:21]([Cl:22])=[CH:20][CH:19]=[CH:18][N:17]=2)[N:14]=1. Reported procedure: To a solution of 6-chloro-2-[3-chloro-1-(3-chloro-2-pyridinyl)-1H-pyrazol-5-yl]-8-methyl-4H-3,1-benzoxazin-4-one (e.g, the benzoxazinone product of Step E) (6.21 g, 15.21 mmol) in tetrahydrofuran (100 mL) was added isopropylamine (4.23 g, 72.74 mmol) and the reaction mixture was then heated to 60° C., stirred for 1 hour and then cooled to room temperature. The tetrahydrofuran solvent was evaporated under reduced pressure, and the residual solid was purified by chromatography on silica gel to aff... Starting materials: CC(C)(C)NC1=NC2(CS1)c1cc(O)ccc1Oc1ccc(-c3cncnc3)cc12, O=C([O-])[O-], CCOC(C)=O, [Cs+], [Cs+], CC(C)(C)CI, CN(C)C=O. Product: CC(C)(C)COc1ccc2c(c1)C1(CSC(NC(C)(C)C)=N1)c1cc(-c3cncnc3)ccc1O2. As a reaction SMILES: [C:1]([CH3:2])([CH3:3])([CH3:4])[NH:5][C:6]1=[N:10][C:9]2([CH2:8][S:7]1)[c:11]1[cH:12][c:13](-[c:25]3[cH:26][n:27][cH:28][n:29][cH:30]3)[cH:14][cH:15][c:16]1[O:17][c:18]1[cH:19][cH:20][c:21]([OH:24])[cH:22][c:23]12.[C:31](=[O:32])([O-:33])[O-:34].[CH3:48][CH2:49][O:50][C:51]([CH3:52])=[O:53].[Cs+:35].[Cs+:36].[I:37][CH2:38][C:39]([CH3:40])([CH3:41])[CH3:42].[O:43]=[CH:44][N:45]([CH3:46])[CH3:47]>>[C:1]([CH3:2])([CH3:3])([CH3:4])[NH:5][C:6]1=[N:10][C:9]2([CH2:8][S:7]1)[c:11]1[cH:12][c:13](-[c:25]3[cH:26][n:27][cH:28][n:29][cH:30]3)[cH:14][cH:15][c:16]1[O:17][c:18]1[cH:19][cH:20][c:21]([O:24][CH2:38][C:39]([CH3:40])([CH3:41])[CH3:42])[cH:22][c:23]12.